Dataset: the Open Reaction Database (ORD), a public repository of structured organic reaction records. Task: describe an organic reaction: reactants, conditions, products, and yield The solvent is CCCCCC (hexane). Run at time 3 minute. As a reaction SMILES: [C:1]([O-:4])(=O)[CH3:2].[C:5]([O-:8])(=O)C.[C:9]([O-])(=O)[CH3:10].[C:13]([O-])(=O)[CH3:14].[Pb+4].[C:18](=O)([O-])[O-].[K+].[K+].[CH:24]1[CH:29]=[CH:28][CH:27]=[CH:26][CH:25]=1>CCCCCC>[CH2:18]([O:4][CH:1]([CH2:2][CH2:13][CH2:14][CH2:9][CH3:10])[CH:5]=[O:8])[C:24]1[CH:29]=[CH:28][CH:27]=[CH:26][CH:25]=1 |f:0.1.2.3.4,5.6.7|. Procedure details: After 260 mg of lead tetraacetate was added at 4° C. to a mixture of 200 mg of the diol [27] described above, 60 mg of potassium carbonate and 4.5 ml of anhydrous benzene, the mixture was stirred for 3 minutes. After completion of the reaction, 100 ml of hexane was added to the reaction solution. The reaction solution was filtered through Celite 545 and the filtrate was washed with saturated sodium bicarbonate aqueous solution. The aqueous phase was extracted with hexane twice. The extracts were... Product: C(C1=CC=CC=C1)OC(C=O)CCCCC (2-benzyloxyheptanal). Reactants: C1=CC=CC=C1 (benzene), C(C)(=O)[O-].C(C)(=O)[O-].C(C)(=O)[O-].C(C)(=O)[O-].[Pb+4] (lead tetraacetate), diol, C([O-])([O-])=O.[K+].[K+] (potassium carbonate). Yields the product O=C(Nc1ccccc1N2CCNCC2)c3csc(n3)c4cccnc4, Brc1nc(cs1)C(=O)Nc2ccccc2N3CCNCC3, c1ccc(-c2ccccc2)cc1. Conditions: time 22 hour. The reagents and catalysts are CCN=P(N=P(N(C)C)(N(C)C)N(C)C)(N(C)C)N(C)C (P2-Et), CN(C)c1ccc([PH](C(C)(C)C)(C(C)(C)C)[Pd]2(OS(C)(=O)=O)Nc3ccccc3-c3ccccc32)cc1 (Aphos G3). Starting materials: Brc1nc(cs1)C(=O)Nc2ccccc2N3CCNCC3, OB(O)c1cccnc1. Run in CS(C)=O (DMSO), O (water), CS(C)=O (DMSO), CS(C)=O (DMSO), CS(C)=O (DMSO). Reaction conditions: time 9 hour. The solvent is O (water). Reported procedure: 144 g (1 mol) of 2-ethylhexanoic acid and 143 g (1.1 mol) of 2-ethylhexanol were fed to a four-necked flask equipped with a stirrer, a thermometer and a water separator having a condenser tube, and the mixture was heated to 200° C. under reduced pressure in the presence of a tetraisopropyl titanate catalyst. Esterification reaction was carried out for about 9 hours while removing the formed water by the water separator. After the reaction, the excess 2-ethylhexanol was distilled off, and the pro... Starting materials: C(C)C(C(=O)O)CCCC (2-ethylhexanoic acid), C(C)C(CO)CCCC (2-ethylhexanol). Product: C(C)C(C(=O)OCC(CCCC)CC)CCCC ((2-ethylhexyl) 2-ethylhexanoate). The reagents and catalysts are CC(C)[O-].CC(C)[O-].CC(C)[O-].CC(C)[O-].[Ti+4] (tetraisopropyl titanate). As a reaction SMILES: [CH2:1]([CH:3]([CH2:7][CH2:8][CH2:9][CH3:10])[C:4]([OH:6])=[O:5])[CH3:2].[CH2:11]([CH:13]([CH2:16][CH2:17][CH2:18][CH3:19])[CH2:14]O)[CH3:12]>CC([O-])C.CC([O-])C.CC([O-])C.CC([O-])C.[Ti+4].O>[CH2:1]([CH:3]([CH2:7][CH2:8][CH2:9][CH3:10])[C:4]([O:6][CH2:14][CH:13]([CH2:11][CH3:12])[CH2:16][CH2:17][CH2:18][CH3:19])=[O:5])[CH3:2] |f:2.3.4.5.6|. Isolated yield 95.9%.